describe an organic reaction: reactants, conditions, products, and yield From a dataset of the Open Reaction Database (ORD), a public repository of structured organic reaction records. Reactants: NC1=NC(=NC2=C(C=C(C(=C12)OC)OC)Cl)Cl (4-amino-2,8-dichloro-5,6-dimethoxyquinazoline), NN (hydrazine). Run in CO (methanol). Reaction conditions: time 16 hour. The product is NC1=NC(=NC2=C(C=C(C(=C12)OC)OC)Cl)NN (4-Amino-8-chloro-2-hydrazino-5,6-dimethoxyquinazoline). Isolated yield 76.9%. RXN SMILES: [NH2:1][C:2]1[C:11]2[C:6](=[C:7]([Cl:16])[CH:8]=[C:9]([O:14][CH3:15])[C:10]=2[O:12][CH3:13])[N:5]=[C:4](Cl)[N:3]=1.[NH2:18][NH2:19]>CO>[NH2:1][C:2]1[C:11]2[C:6](=[C:7]([Cl:16])[CH:8]=[C:9]([O:14][CH3:15])[C:10]=2[O:12][CH3:13])[N:5]=[C:4]([NH:18][NH2:19])[N:3]=1. Procedure details: A mixture of 4-amino-2,8-dichloro-5,6-dimethoxyquinazoline (1.5 g, 0.0054 moles), anhydrous hydrazine (5 ml, 0.16 moles) and methanol (100 ml) was heated at reflux for 8 hours and stirred at room temperature for 16 hours. The mixture was cooled to 0° C. and the precipitate which formed was collected by filtration. Recrystallization of the solid from methanol followed by drying under vacuum at 55° C. afforded the product (1.12 g), mp 168°-169° C. The reactants are CC(=O)OCC(C)n1ccc2c(C(=O)NCc3ccc(C(F)(F)F)c(F)c3)c(C)ccc2c1=O, O=C([O-])[O-], CO, [K+], [K+]. The product is Cc1ccc2c(=O)n(C(C)CO)ccc2c1C(=O)NCc1ccc(C(F)(F)F)c(F)c1. As a reaction SMILES: [C:1](=[O:2])([CH3:3])[O:4][CH2:5][CH:6]([CH3:7])[n:8]1[c:9](=[O:34])[c:10]2[cH:11][cH:12][c:13]([CH3:33])[c:14]([C:18]([NH:19][CH2:20][c:21]3[cH:22][c:23]([F:31])[c:24]([C:27]([F:28])([F:29])[F:30])[cH:25][cH:26]3)=[O:32])[c:15]2[cH:16][cH:17]1.[C:35](=[O:36])([O-:37])[O-:38].[CH3:41][OH:42].[K+:39].[K+:40]>>[OH:4][CH2:5][CH:6]([CH3:7])[n:8]1[c:9](=[O:34])[c:10]2[cH:11][cH:12][c:13]([CH3:33])[c:14]([C:18]([NH:19][CH2:20][c:21]3[cH:22][c:23]([F:31])[c:24]([C:27]([F:28])([F:29])[F:30])[cH:25][cH:26]3)=[O:32])[c:15]2[cH:16][cH:17]1. Reactants: FC(C(=O)O)(F)F (Trifluoroacetic acid), ClC=1C=C(C=CC1OC(C)C)C1=NC(=NO1)C=1C(=C2CCN(C(C2=CC1)CC(=O)O)C(=O)OC(C)(C)C)C ((6-(5-{3-chloro-4-[(1-methylethyl)oxy]phenyl}-1,2,4-oxadiazol-3-yl)-2-{[(1,1-dimethylethyl)oxy]carbonyl}-5-methyl-1,2,3,4-tetrahydro-1-isoquinolinyl)acetic acid). Solvent: ClCCl (dichloromethane). Conditions: time 1 hour. Yields the product FC(C(=O)O)(F)F.ClC=1C=C(C=CC1OC(C)C)C1=NC(=NO1)C=1C(=C2CCNC(C2=CC1)CC(=O)O)C ([6-(5-{3-Chloro-4-[(1-methylethyl)oxy]phenyl}-1,2,4-oxadiazol-3-yl)-5-methyl-1,2,3,4-tetrahydro-1-isoquinolinyl]acetic acid trifluoroacetate). Yield: 58.7%. RXN SMILES: [F:1][C:2]([F:7])([F:6])[C:3]([OH:5])=[O:4].[Cl:8][C:9]1[CH:10]=[C:11]([C:19]2[O:23][N:22]=[C:21]([C:24]3[C:25]([CH3:45])=[C:26]4[C:31](=[CH:32][CH:33]=3)[CH:30]([CH2:34][C:35]([OH:37])=[O:36])[N:29](C(OC(C)(C)C)=O)[CH2:28][CH2:27]4)[N:20]=2)[CH:12]=[CH:13][C:14]=1[O:15][CH:16]([CH3:18])[CH3:17]>ClCCl>[F:1][C:2]([F:7])([F:6])[C:3]([OH:5])=[O:4].[Cl:8][C:9]1[CH:10]=[C:11]([C:19]2[O:23][N:22]=[C:21]([C:24]3[C:25]([CH3:45])=[C:26]4[C:31](=[CH:32][CH:33]=3)[CH:30]([CH2:34][C:35]([OH:37])=[O:36])[NH:29][CH2:28][CH2:27]4)[N:20]=2)[CH:12]=[CH:13][C:14]=1[O:15][CH:16]([CH3:17])[CH3:18] |f:3.4|. Reported procedure: Trifluoroacetic acid (1.0 ml, 13.0 mmol) was added dropwise at 25° C. under nitrogen to a solution of (6-(5-{3-chloro-4-[(1-methylethyl)oxy]phenyl}-1,2,4-oxadiazol-3-yl)-2-{[(1,1-dimethylethyl)oxy]carbonyl}-5-methyl-1,2,3,4-tetrahydro-1-isoquinolinyl)acetic acid (Preparation 22; 75 mg, 0.138 mmol) in dichloromethane (3 ml) and the mixture was stirred at room temperature for 1 h. The solvent was removed in vacuo and the residue co-evaporated with toluene, dried for 20 min under vacuum then tritur... Reactants: C(#N)C=1C=C(CN)C=CC1 (m-cyanobenzylamine), C(C)#N (acetonitrile), C(O)([O-])=O.[Na+] (sodium hydrogencarbonate), S(=O)(=O)([O-])OOS(=O)(=O)[O-].[Na+].[Na+] (sodium persulfate). The reagents and catalysts are [O-2].[Fe+2] (iron oxide). The solvent is O (water). Reaction conditions: temperature 80 celsius. Yields the product C(#N)C=1C=C(C(=O)O)C=CC1 (m-cyanobenzoic acid). The yield is 48.3%. RXN SMILES: [C:1]([C:3]1[CH:4]=[C:5]([CH:8]=[CH:9][CH:10]=1)CN)#[N:2].C(#N)C.[C:14](=[O:17])([O-])[OH:15].[Na+].S(OOS([O-])(=O)=O)([O-])(=O)=O.[Na+].[Na+]>[O-2].[Fe+2].O>[C:1]([C:3]1[CH:10]=[C:9]([CH:8]=[CH:5][CH:4]=1)[C:14]([OH:15])=[O:17])#[N:2] |f:2.3,4.5.6,7.8|. Procedure details: A mixture containing m-cyanobenzylamine (13.2 g), acetonitrile (80 g), sodium hydrogencarbonate (76 g), water (500 g), sodium persulfate (95 g), and iron oxide (0.25 g) was stirred for reaction at 80° C. over ten hours. After the precipitated solid was removed through filtration, the pH of the filtrate was adjusted to 4 through addition of sulfuric acid. The precipitated crystals were collected through filtration, washed with water, dried, to thereby obtain 7.1 g of m-cyanobenzoic acid (yield 48... Reactants: [Al+3], CCOC(=O)c1c(C)nc2c(NCc3c(CC)cccc3CC)cc(C)cn12, [H-], [H-], [H-], [H-], [Li+], C1CCOC1. Yields the product CCc1cccc(CC)c1CNc1cc(C)cn2c(CO)c(C)nc12. RXN SMILES: [Al+3:30].[C:1](=[O:2])([O:3][CH2:4][CH3:5])[c:6]1[c:7]([CH3:28])[n:8][c:9]2[n:10]1[cH:11][c:12]([CH3:27])[cH:13][c:14]2[NH:15][CH2:16][c:17]1[c:18]([CH2:25][CH3:26])[cH:19][cH:20][cH:21][c:22]1[CH2:23][CH3:24].[H-:29].[H-:32].[H-:33].[H-:34].[Li+:31].[O:35]1[CH2:36][CH2:37][CH2:38][CH2:39]1>>[CH2:1]([OH:2])[c:6]1[c:7]([CH3:28])[n:8][c:9]2[n:10]1[cH:11][c:12]([CH3:27])[cH:13][c:14]2[NH:15][CH2:16][c:17]1[c:18]([CH2:25][CH3:26])[cH:19][cH:20][cH:21][c:22]1[CH2:23][CH3:24].